Dataset: the Open Reaction Database (ORD), a public repository of structured organic reaction records. Task: describe an organic reaction: reactants, conditions, products, and yield The reactants are O=C(O)Cc1ccccc1Br, O=C([O-])[O-], CN1CCCC1=O, [Cu], [K+], [K+], Nc1ccccc1. The product is O=C(O)Cc1ccccc1Nc1ccccc1. Reaction SMILES: [Br:1][c:2]1[c:3]([CH2:8][C:9](=[O:10])[OH:11])[cH:4][cH:5][cH:6][cH:7]1.[C:19](=[O:20])([O-:21])[O-:22].[CH3:26][N:27]1[CH2:28][CH2:29][CH2:30][C:31]1=[O:32].[Cu:25].[K+:23].[K+:24].[NH2:12][c:13]1[cH:14][cH:15][cH:16][cH:17][cH:18]1>>[c:2]1([NH:12][c:13]2[cH:14][cH:15][cH:16][cH:17][cH:18]2)[c:3]([CH2:8][C:9](=[O:10])[OH:11])[cH:4][cH:5][cH:6][cH:7]1. Reactants: [BH3-]C#N, CC(=O)O, Cc1cc(C(C)OCC2(c3ccc(F)cc3)CCN(C(=O)OC(C)(C)C)CC2)c2nn(CC(F)F)cc2c1, [Na+], O=C(O)C(F)(F)F. Yields the product Cc1cc(C(C)OCC2(c3ccc(F)cc3)CCN(C)CC2)c2nn(CC(F)F)cc2c1. Reaction SMILES: [C:39]([BH3-:40])#[N:41].[CH3:43][C:44](=[O:45])[OH:46].[F:1][CH:2]([CH2:3][n:4]1[n:5][c:6]2[c:7]([CH:14]([CH3:15])[O:16][CH2:17][C:18]3([c:31]4[cH:32][cH:33][c:34]([F:37])[cH:35][cH:36]4)[CH2:19][CH2:20][N:21]([C:24]([O:25][C:26]([CH3:27])([CH3:28])[CH3:29])=[O:30])[CH2:22][CH2:23]3)[cH:8][c:9]([CH3:13])[cH:10][c:11]2[cH:12]1)[F:38].[Na+:42].[OH:47][C:48]([C:49]([F:50])([F:51])[F:52])=[O:53]>>[F:1][CH:2]([CH2:3][n:4]1[n:5][c:6]2[c:7]([CH:14]([CH3:15])[O:16][CH2:17][C:18]3([c:31]4[cH:32][cH:33][c:34]([F:37])[cH:35][cH:36]4)[CH2:19][CH2:20][N:21]([CH3:24])[CH2:22][CH2:23]3)[cH:8][c:9]([CH3:13])[cH:10][c:11]2[cH:12]1)[F:38]. Reactants: CS(=O)(=O)Cl (methanesulfonyl chloride), BrC1=CC=2C=3C(N(C2C=[N+]1[O-])COCC[Si](C)(C)C)=[N+](C=CC3)[O-] (6-bromo-9-(2-trimethylsilanyl-ethoxymethyl)-9H-dipyrido[2,3-b;4′,3′-d]pyrrole-1,7-dioxide). Solvent: CN(C=O)C (N,N-dimethylformamide), C(C)(=O)OCC (ethyl acetate), O (water). Run at time 3 hour. The product is BrC1=CC=2C3=C(N(C2C=[N+]1[O-])COCC[Si](C)(C)C)N=CC=C3Cl (6-Bromo-4-chloro-9-(2-trimethylsilanyl-ethoxymethyl)-9H-dipyrido[2,3-b;4′,3′-d]pyrrole-7-oxide), BrC1=CC=2C3=C(N(C2C=[N+]1[O-])COCC[Si](C)(C)C)N=C(C=C3)Cl (6-bromo-2-chloro-9-(2-trimethylsilanyl-ethoxymethyl)-9H-dipyrido[2,3-b;4′,3′-d]pyrrole-7-oxide), solid. The yield is 10.0%. As a reaction SMILES: [Br:1][C:2]1[N+:10]([O-:11])=[CH:9][C:8]2[N:7]([CH2:12][O:13][CH2:14][CH2:15][Si:16]([CH3:19])([CH3:18])[CH3:17])[C:6]3=[N+:20]([O-])[CH:21]=[CH:22][CH:23]=[C:5]3[C:4]=2[CH:3]=1.CS([Cl:29])(=O)=O>CN(C)C=O.C(OCC)(=O)C.O>[Br:1][C:2]1[N+:10]([O-:11])=[CH:9][C:8]2[N:7]([CH2:12][O:13][CH2:14][CH2:15][Si:16]([CH3:19])([CH3:18])[CH3:17])[C:6]3[N:20]=[CH:21][CH:22]=[C:23]([Cl:29])[C:5]=3[C:4]=2[CH:3]=1.[Br:1][C:2]1[N+:10]([O-:11])=[CH:9][C:8]2[N:7]([CH2:12][O:13][CH2:14][CH2:15][Si:16]([CH3:19])([CH3:18])[CH3:17])[C:6]3[N:20]=[C:21]([Cl:29])[CH:22]=[CH:23][C:5]=3[C:4]=2[CH:3]=1. Procedure: A mixture of 6-bromo-9-(2-trimethylsilanyl-ethoxymethyl)-9H-dipyrido[2,3-b;4′,3′-d]pyrrole-1,7-dioxide (1 g, 2.4 mmol) in N,N-dimethylformamide (19 mL) was treated with methanesulfonyl chloride (0.38 mL, 4.9 mmol) and the reaction mixture was stirred at ambient temperature for 3 hours. The reaction mixture was then diluted with ethyl acetate (150 mL) and water (200 mL). The layers were separated and the organic layer was dried over sodium sulfate, filtered, concentrated in vacuo, and purified by... Reactants: CCOC(=O)COC1CC2CC1N(C(=O)OC(C)(C)C)C2C(=O)N1CCCC1C#N, [Li+], C1COCCO1, [OH-], O, O. The product is CC(C)(C)OC(=O)N1C2CC(CC2OCC(=O)O)C1C(=O)N1CCCC1C#N. Reaction SMILES: [C:1](#[N:2])[CH:3]1[N:4]([C:8](=[O:9])[CH:10]2[N:11]([C:24](=[O:25])[O:26][C:27]([CH3:28])([CH3:29])[CH3:30])[CH:12]3[CH:13]([O:17][CH2:18][C:19](=[O:20])[O:21][CH2:22][CH3:23])[CH2:14][CH:15]2[CH2:16]3)[CH2:5][CH2:6][CH2:7]1.[Li+:33].[O:34]1[CH2:35][CH2:36][O:37][CH2:38][CH2:39]1.[OH-:32].[OH2:31].[OH2:40]>>[C:1](#[N:2])[CH:3]1[N:4]([C:8](=[O:9])[CH:10]2[N:11]([C:24](=[O:25])[O:26][C:27]([CH3:28])([CH3:29])[CH3:30])[CH:12]3[CH:13]([O:17][CH2:18][C:19](=[O:20])[OH:21])[CH2:14][CH:15]2[CH2:16]3)[CH2:5][CH2:6][CH2:7]1. Starting materials: BrC=1C=CC(=C(CO)C1)Cl (5-Bromo-2-chlorobenzylalcohol), C(C)(C)N(CC)C(C)C (diisopropylethylamine), C(C)(C)(C)[Si](Cl)(C1=CC=CC=C1)C1=CC=CC=C1 (tert-butyldiphenylchlorosilane), O (water). The solvent is CN(C=O)C (N,N-dimethylformamide). Reaction conditions: time 2 day. Product: BrC=1C=CC(=C(C1)CO[Si](C1=CC=CC=C1)(C1=CC=CC=C1)C(C)(C)C)Cl (5-bromo-2-chloro-1-(tert-butyldiphenylsilyloxymethyl)benzene). As a reaction SMILES: [Br:1][C:2]1[CH:3]=[CH:4][C:5]([Cl:10])=[C:6]([CH:9]=1)[CH2:7][OH:8].C(N(C(C)C)CC)(C)C.[C:20]([Si:24]([C:32]1[CH:37]=[CH:36][CH:35]=[CH:34][CH:33]=1)([C:26]1[CH:31]=[CH:30][CH:29]=[CH:28][CH:27]=1)Cl)([CH3:23])([CH3:22])[CH3:21].O>CN(C)C=O>[Br:1][C:2]1[CH:3]=[CH:4][C:5]([Cl:10])=[C:6]([CH2:7][O:8][Si:24]([C:20]([CH3:23])([CH3:22])[CH3:21])([C:32]2[CH:33]=[CH:34][CH:35]=[CH:36][CH:37]=2)[C:26]2[CH:31]=[CH:30][CH:29]=[CH:28][CH:27]=2)[CH:9]=1. Reported procedure: To a solution of 5-Bromo-2-chlorobenzylalcohol (5.15 g) in N,N-dimethylformamide (50 ml) was added diisopropylethylamine (19.8 ml) and tert-butyldiphenylchlorosilane (11.9 ml), and the mixture was stirred at room temperature for 2 days. Under ice-cooling, to the mixture was added water, and the mixture was extracted with ethyl acetate. The extract was washed with successively with 0.4 M aqueous hydrochloric acid solution (twice), water, a saturated aqueous sodium hydrogen carbonate solution and ... The reactants are BrC=1C(=C2C(CCSC2=C(C1)C)=O)C (6-bromo-5,8-dimethylthiochroman-4-one), Cl (hydrochloric acid), [BH4-].[Na+] (sodium borohydride). Run in halogenated thiochroman-4-one, CO (methanol). Reaction conditions: time 2 hour. The product is BrC=1C(=C2C(CCSC2=C(C1)C)O)C (6-bromo-5,8-dimethylthiochroman-4-ol). Isolated yield 9.7%. RXN SMILES: [Br:1][C:2]1[C:3]([CH3:14])=[C:4]2[C:9](=[C:10]([CH3:12])[CH:11]=1)[S:8][CH2:7][CH2:6][C:5]2=[O:13].[BH4-].[Na+].Cl>CO>[Br:1][C:2]1[C:3]([CH3:14])=[C:4]2[C:9](=[C:10]([CH3:12])[CH:11]=1)[S:8][CH2:7][CH2:6][CH:5]2[OH:13] |f:1.2|. Procedure: In a 100-ml eggplant type flask, 5.0 g (18.4 mmol) of 6-bromo-5,8-dimethylthiochroman-4-one as a halogenated thiochroman-4-one compound was dissolved in 30 ml of methanol, and 0.35 g (9.2 mmol, 0.5 equivalent) of sodium borohydride as a reducing agent was added at room temperature. The reaction mixture was stirred for 2 hours, then, diluted hydrochloric acid was added, and the mixture was extracted with ethyl acetate. An organic layer was washed with a saturated sodium chloride aqueous solution ... Reactants: Cc1cn(C2([SiH](C)C)CC(OC(C)(C)C)C(CO)(COS(C)(=O)=O)O2)c(=O)[nH]c1=O, CCCCCC, CN(C)P(=O)(N(C)C)N(C)C. The product is Cc1c[nH]c(=O)[nH]c1=O. Reaction SMILES: [C:1]([O:2][CH:3]1[C:4]([CH2:5][O:6][S:7]([CH3:8])(=[O:9])=[O:10])([CH2:11][OH:12])[O:13][C:14]([SiH:15]([CH3:16])[CH3:17])([n:19]2[c:20](=[O:21])[nH:22][c:23](=[O:24])[c:25]([CH3:26])[cH:27]2)[CH2:18]1)([CH3:28])([CH3:29])[CH3:30].[CH3:31][CH2:32][CH2:33][CH2:34][CH2:35][CH3:36].[CH3:37][N:38]([CH3:39])[P:40]([N:41]([CH3:42])[CH3:43])([N:44]([CH3:45])[CH3:46])=[O:47]>>[nH:19]1[c:20](=[O:21])[nH:22][c:23](=[O:24])[c:25]([CH3:26])[cH:27]1. Reactants: C(=O)(C(F)(F)F)O (TFA), FCCCCN (4-fluorobutan-1-amine), FC=1C(=NC=CC1)[N+](=O)[O-] (3-fluoro-2-nitropyridine). The product is FCCCCN1C(=NC2=NC=CC=C21)CO ((1-(4-fluorobutyl)-1H-imidazo[4,5-b]pyridin-2-yl)methanol). Reaction SMILES: [C:1](O)([C:3](F)(F)F)=[O:2].[F:8][CH2:9][CH2:10][CH2:11][CH2:12][NH2:13].F[C:15]1[C:16]([N+:21]([O-])=O)=[N:17][CH:18]=[CH:19][CH:20]=1>>[F:8][CH2:9][CH2:10][CH2:11][CH2:12][N:13]1[C:15]2[C:16](=[N:17][CH:18]=[CH:19][CH:20]=2)[N:21]=[C:3]1[CH2:1][OH:2]. Procedure: Intermediate 42-5 was prepared in the same manner as intermediate 11-5 using the TFA salt of 4-fluorobutan-1-amine and 3-fluoro-2-nitropyridine as starting materials. The reactants are COc1cc(OC)nc(NC(=O)NS(=O)(=O)c2sccc2C(CF)OC(C)=O)n1, Cl, [Na+], [OH-]. Yields the product COc1cc(OC)nc(NC(=O)NS(=O)(=O)c2sccc2C(O)CF)n1. Reaction SMILES: [CH3:1][O:2][c:3]1[n:4][c:5]([NH:11][C:12](=[O:13])[NH:14][S:15](=[O:16])(=[O:17])[c:18]2[s:19][cH:20][cH:21][c:22]2[CH:23]([CH2:24][F:25])[O:26][C:27](=[O:28])[CH3:29])[n:6][c:7]([O:9][CH3:10])[cH:8]1.[ClH:30].[Na+:32].[OH-:31]>>[CH3:1][O:2][c:3]1[n:4][c:5]([NH:11][C:12](=[O:13])[NH:14][S:15](=[O:16])(=[O:17])[c:18]2[s:19][cH:20][cH:21][c:22]2[CH:23]([CH2:24][F:25])[OH:26])[n:6][c:7]([O:9][CH3:10])[cH:8]1.